This data is from the Open Reaction Database (ORD), a public repository of structured organic reaction records. The task is: describe an organic reaction: reactants, conditions, products, and yield Starting materials: Br.N1(C=NC=C1)C1C(C2=CC=C(C=C2CC1)O)=O (2-(1-imidazolyl)-3,4-dihydro-6-hydroxy-1(2H)-naphthalenone hydrobromide), C(=O)(O)[O-].[Na+] (NaHCO3). The solvent is O (water). Product: C1(CC=CC2=CC=CC=C12)=O (naphthalenone). RXN SMILES: Br.N1([CH:7]2[CH2:16][CH2:15][C:14]3[C:9](=[CH:10][CH:11]=[C:12](O)[CH:13]=3)[C:8]2=[O:18])C=CN=C1.C([O-])(O)=O.[Na+]>O>[C:8]1(=[O:18])[C:9]2[C:14](=[CH:13][CH:12]=[CH:11][CH:10]=2)[CH:15]=[CH:16][CH2:7]1 |f:0.1,2.3|. Procedure: 2-(1-imidazolyl)-3,4-dihydro-6-hydroxy-1(2H)-naphthalenone hydrobromide (1.35 g) was dissolved in water. The solution, basified with NaHCO3, extracted with CH2Cl2, dried and evaporated, gave 1.15 g of 2-(1-imidazolyl)-3,4-dihydro-6-hydroxy-1(2N)-naphthalenone. As a reaction SMILES: [CH3:42][NH:43][CH3:44].[CH3:49][c:50]1[cH:51][cH:52][cH:53][cH:54][cH:55]1.[F:23][C:24]([S:25]([O-:26])=[O:27])([F:28])[F:29].[NH2:1][c:2]1[cH:3][c:4]([C:21]#[N:22])[n:5][n:6]1-[c:7]1[cH:8][c:9]2[c:13]([cH:14][c:15]1[Cl:16])[C:12]([F:17])([F:18])[O:11][C:10]2([F:19])[F:20].[Na+:30].[OH2:56].[OH:31][S:32]([c:33]1[cH:34][cH:35][c:36]([CH3:37])[cH:38][cH:39]1)(=[O:40])=[O:41].[S:45]([Cl:46])([Cl:47])=[O:48]>>[NH2:1][c:2]1[c:3]([S:25][C:24]([F:23])([F:28])[F:29])[c:4]([C:21]#[N:22])[n:5][n:6]1-[c:7]1[cH:8][c:9]2[c:13]([cH:14][c:15]1[Cl:16])[C:12]([F:17])([F:18])[O:11][C:10]2([F:19])[F:20]. The product is N#Cc1nn(-c2cc3c(cc2Cl)C(F)(F)OC3(F)F)c(N)c1SC(F)(F)F. Starting materials: CNC, Cc1ccccc1, O=S([O-])C(F)(F)F, N#Cc1cc(N)n(-c2cc3c(cc2Cl)C(F)(F)OC3(F)F)n1, [Na+], O, Cc1ccc(S(=O)(=O)O)cc1, O=S(Cl)Cl. The reactants are COC(=O)c1ccc2c(c1)NC(=O)C2(C)Cc1ccccc1, CCO, [Na+], C1CCOC1, [OH-], O. Product: CC1(Cc2ccccc2)C(=O)Nc2cc(C(=O)O)ccc21. Reaction SMILES: [CH3:1][O:2][C:3](=[O:4])[c:5]1[cH:6][cH:7][c:8]2[c:12]([cH:13]1)[NH:11][C:10](=[O:14])[C:9]2([CH3:15])[CH2:16][c:17]1[cH:18][cH:19][cH:20][cH:21][cH:22]1.[CH3:25][CH2:26][OH:27].[Na+:24].[O:29]1[CH2:30][CH2:31][CH2:32][CH2:33]1.[OH-:23].[OH2:28]>>[O:2]=[C:3]([OH:4])[c:5]1[cH:6][cH:7][c:8]2[c:12]([cH:13]1)[NH:11][C:10](=[O:14])[C:9]2([CH3:15])[CH2:16][c:17]1[cH:18][cH:19][cH:20][cH:21][cH:22]1. The reactants are C1COCCO1, COC(=O)C1C2CCC(CC2)C1NC(=O)OCc1ccccc1, CCOC(C)=O, CCOCC, Cl. The product is COC(=O)C1C2CCC(CC2)C1N, Cl. RXN SMILES: [CH2:36]1[O:37][CH2:38][CH2:39][O:40][CH2:41]1.[CH3:1][O:2][C:3](=[O:4])[CH:5]1[CH:6]2[CH2:7][CH2:8][CH:9]([CH:10]1[NH:11][C:12]([O:13][CH2:14][c:15]1[cH:16][cH:17][cH:18][cH:19][cH:20]1)=[O:21])[CH2:22][CH2:23]2.[CH3:25][CH2:26][O:27][C:28](=[O:29])[CH3:30].[CH3:31][CH2:32][O:33][CH2:34][CH3:35].[ClH:24]>>[CH3:1][O:2][C:3](=[O:4])[CH:5]1[CH:6]2[CH2:7][CH2:8][CH:9]([CH:10]1[NH2:11])[CH2:22][CH2:23]2.[ClH:24]. Starting materials: BrC=1C=C2CCC(C2=CC1)=O (5-bromo-1-indanone), C(#N)C=1C=C(C=CC1)B(O)O (3-cyanophenyl boronic acid). The product is O=C1CCC2=CC(=CC=C12)C=1C=C(C#N)C=CC1 (3-(1-oxo-2,3-dihydro-1H-inden-5-yl)benzonitrile). Reaction SMILES: Br[C:2]1[CH:3]=[C:4]2[C:8](=[CH:9][CH:10]=1)[C:7](=[O:11])[CH2:6][CH2:5]2.[C:12]([C:14]1[CH:15]=[C:16](B(O)O)[CH:17]=[CH:18][CH:19]=1)#[N:13]>>[O:11]=[C:7]1[C:8]2[C:4](=[CH:3][C:2]([C:18]3[CH:19]=[C:14]([CH:15]=[CH:16][CH:17]=3)[C:12]#[N:13])=[CH:10][CH:9]=2)[CH2:5][CH2:6]1. Procedure: The title compound was prepared from 5-bromo-1-indanone and 3-cyanophenyl boronic acid according to the coupling procedure as described in example 6. MS m/z 234; HRMS: calcd for C16H11NO+H+, 234.09134; found (ESI, [M+H]+), 234.0905; Reactants: Nc1ccc(F)cc1F, CCCCON=O, c1ccccc1. The product is Fc1ccc(-c2ccccc2)c(F)c1. RXN SMILES: [F:1][c:2]1[c:3]([NH2:4])[cH:5][cH:6][c:7]([F:9])[cH:8]1.[N:10]([O:11][CH2:12][CH2:13][CH2:14][CH3:15])=[O:16].[cH:17]1[cH:18][cH:19][cH:20][cH:21][cH:22]1>>[F:1][c:2]1[c:3](-[c:17]2[cH:18][cH:19][cH:20][cH:21][cH:22]2)[cH:5][cH:6][c:7]([F:9])[cH:8]1.